This data is from the Open Reaction Database (ORD), a public repository of structured organic reaction records. The task is: describe an organic reaction: reactants, conditions, products, and yield Starting materials: C1(=CC=C(C=C1)S(=O)(=O)Cl)C (p-toluenesulfonyl chloride), NC1=CC(=C(C(=C1)C(C)(C)C)O)C(C)(C)C (4-amino-2,6-di-tert-butylphenol), [OH-].[Na+] (sodium hydroxide). Solvent: CC(=O)C (acetone). Yields the product C(C)(C)(C)C1=C(C(=CC(=C1)NS(=O)(=O)C1=CC=C(C=C1)C)C(C)(C)C)O (2,6-Di-tert-butyl-4-(p-toluenesulfonamido)phenol). RXN SMILES: [NH2:1][C:2]1[CH:7]=[C:6]([C:8]([CH3:11])([CH3:10])[CH3:9])[C:5]([OH:12])=[C:4]([C:13]([CH3:16])([CH3:15])[CH3:14])[CH:3]=1.[C:17]1([CH3:27])[CH:22]=[CH:21][C:20]([S:23](Cl)(=[O:25])=[O:24])=[CH:19][CH:18]=1.[OH-].[Na+]>CC(C)=O>[C:13]([C:4]1[CH:3]=[C:2]([NH:1][S:23]([C:20]2[CH:21]=[CH:22][C:17]([CH3:27])=[CH:18][CH:19]=2)(=[O:25])=[O:24])[CH:7]=[C:6]([C:8]([CH3:9])([CH3:10])[CH3:11])[C:5]=1[OH:12])([CH3:16])([CH3:15])[CH3:14] |f:2.3|. Procedure: To a solution of 11.05 grams (0.05 mole) of 4-amino-2,6-di-tert-butylphenol in 50 ml of acetone was added with mixing 9.5 grams (0.05 mole) of p-toluenesulfonyl chloride. After the slight exotherm subsided, 10 ml of 5N sodium hydroxide solution was added. During this addition, an oil separated which eventually solidified. An additional 50 ml of water was added, and the product was separated by filtration. The crude product weighed 12.88 grams and melted at 160°-180° C. After recrystallization fr... Reactants: [Cl-].[NH4+] (Ammonium chloride), saturated solution, C([O-])(O)=O.[Na+] (sodium bicarbonate), C[Mg]I (Methyl magnesium iodide), resultant solution, C1(=CC=CC=C1)C=1OC(=C(C1)C)C=O (2-phenyl-4-methyl-5-formylfuran), C1(=CC=CC=C1)C(C1=CC=CC=C1)N1CCNCC1 (diphenylmethylpiperazine). The reagents and catalysts are CC([O-])C.[Ti+4].CC([O-])C.CC([O-])C.CC([O-])C (titanium(IV) isopropoxide). Solvent: O (water), C(C)OCC (Diethyl ether), C(Cl)Cl (methylene chloride). Reaction conditions: time 1 hour. Product: C1(=CC=CC=C1)C(N1CCN(CC1)CCC1=C(C=C(O1)C1=CC=CC=C1)C)C1=CC=CC=C1 (1-(diphenylmethyl)-4-[(2-phenyl-4-methylfuran-5-yl)eth-1-yl]piperazine). RXN SMILES: [C:1]1([C:7]2[O:8][C:9]([CH:13]=O)=[C:10]([CH3:12])[CH:11]=2)[CH:6]=[CH:5][CH:4]=[CH:3][CH:2]=1.[C:15]1([CH:21]([N:28]2[CH2:33][CH2:32][NH:31][CH2:30][CH2:29]2)[C:22]2[CH:27]=[CH:26][CH:25]=[CH:24][CH:23]=2)[CH:20]=[CH:19][CH:18]=[CH:17][CH:16]=1.[CH3:34][Mg]I.[Cl-].[NH4+].C(=O)(O)[O-].[Na+]>O.CC(C)[O-].[Ti+4].CC(C)[O-].CC(C)[O-].CC(C)[O-].C(Cl)Cl.C(OCC)C>[C:15]1([CH:21]([C:22]2[CH:27]=[CH:26][CH:25]=[CH:24][CH:23]=2)[N:28]2[CH2:29][CH2:30][N:31]([CH2:34][CH2:13][C:9]3[O:8][C:7]([C:1]4[CH:6]=[CH:5][CH:4]=[CH:3][CH:2]=4)=[CH:11][C:10]=3[CH3:12])[CH2:32][CH2:33]2)[CH:20]=[CH:19][CH:18]=[CH:17][CH:16]=1 |f:3.4,5.6,8.9.10.11.12|. Procedure: A solution of 2-phenyl-4-methyl-5-formylfuran (1.1 g), diphenylmethylpiperazine (1.5 g), and titanium(IV) isopropoxide (1.76 g) was stirred for 11/4 hours. Diethyl ether (20 ml) was added, and the resultant solution was stirred for 30 minutes. Methyl magnesium iodide (6 ml of 3M in ether) was then added dropwise, and the mixture stirred at room temperature for 1 hour. Ammonium chloride (20 ml of a saturated solution in water) was then added, followed by 300 ml of methylene chloride, and the mixt... Reactants: ClC1=C(C(=O)NC(COCCC2=CC=C(C=C2)F)=N)C=C(C=N1)Cl (2,5-dichloro-N-{2-[2-(4-fluoro-phenyl)-ethoxy]-1-imino-ethyl}-nicotinamide), CC(C)(C)[O-].[K+] (KOtBu). The product is ClC1=CC2=C(N=C(NC2=O)COCCC2=CC=C(C=C2)F)N=C1 (6-chloro-2-[2-(4-fluoro-phenyl)-ethoxymethyl]-3H-pyrido[2,3-d]pyrimidin-4-one). As a reaction SMILES: Cl[C:2]1[N:23]=[CH:22][C:21]([Cl:24])=[CH:20][C:3]=1[C:4]([NH:6][C:7](=[NH:19])[CH2:8][O:9][CH2:10][CH2:11][C:12]1[CH:17]=[CH:16][C:15]([F:18])=[CH:14][CH:13]=1)=[O:5].CC([O-])(C)C.[K+]>>[Cl:24][C:21]1[CH:22]=[N:23][C:2]2[N:19]=[C:7]([CH2:8][O:9][CH2:10][CH2:11][C:12]3[CH:17]=[CH:16][C:15]([F:18])=[CH:14][CH:13]=3)[NH:6][C:4](=[O:5])[C:3]=2[CH:20]=1 |f:1.2|. Procedure details: In analogy to the procedure described in example 78.4, 2,5-dichloro-N-{2-[2-(4-fluoro-phenyl)-ethoxy]-1-imino-ethyl}-nicotinamide was treated with KOtBu to obtain 6-chloro-2-[2-(4-fluoro-phenyl)-ethoxymethyl]-3H-pyrido[2,3-d]pyrimidin-4-one as yellow crystals. MS: m/e=334.4 [M+H+].